From a dataset of the Open Reaction Database (ORD), a public repository of structured organic reaction records. describe an organic reaction: reactants, conditions, products, and yield The reactants are CC1=C(OCC(=O)O)C=CC(=C1C)C(C(CC)=C)=O ([2,3-dimethyl-4-(2-methylenebutyryl)phenoxy]acetic acid). The solvent is S(O)(O)(=O)=O (sulfuric acid). The product is O=C1C(CC2=CC(=C(C(=C12)C)C)OCC(=O)O)CC ((1-Oxo-2-ethyl-6,7-dimethyl-5-indanyloxy)-acetic Acid). As a reaction SMILES: [CH3:1][C:2]1[C:12]([CH3:13])=[C:11]([C:14](=[O:19])[C:15](=[CH2:18])[CH2:16][CH3:17])[CH:10]=[CH:9][C:3]=1[O:4][CH2:5][C:6]([OH:8])=[O:7]>S(=O)(=O)(O)O>[O:19]=[C:14]1[C:11]2[C:10](=[CH:9][C:3]([O:4][CH2:5][C:6]([OH:8])=[O:7])=[C:2]([CH3:1])[C:12]=2[CH3:13])[CH2:18][CH:15]1[CH2:16][CH3:17]. Reported procedure: By following substantially the procedure described in Example 1, Step A, and using as the reactants [2,3-dimethyl-4-(2-methylenebutyryl)phenoxy]acetic acid (40 g.) and concentrated sulfuric acid (160 ml.), there is obtained 40 g. (100%) of (1-oxo-2-ethyl-6,7-dimethyl-5-indanyloxy)acetic acid which melts at 206° C. after recrystallization from acetonitrile (1.6 l.). Starting materials: CCOC(=O)CP(=O)(OCC)OCC, Cc1cc(C)c2c(C#N)c(C=O)n(C3CCCc4ccccc43)c2n1, [H-], [Na+], CN(C)C=O, O. Yields the product CCOC(=O)C=Cc1c(C#N)c2c(C)cc(C)nc2n1C1CCCc2ccccc21. RXN SMILES: [CH3:26][CH2:27][O:28][C:29](=[O:30])[CH2:31][P:32]([O:33][CH2:34][CH3:35])([O:36][CH2:37][CH3:38])=[O:39].[CH:1](=[O:2])[c:3]1[c:4]([C:24]#[N:25])[c:5]2[c:6]([n:7][c:8]([CH3:12])[cH:9][c:10]2[CH3:11])[n:13]1[CH:14]1[CH2:15][CH2:16][CH2:17][c:18]2[cH:19][cH:20][cH:21][cH:22][c:23]21.[H-:40].[Na+:41].[O:43]=[CH:44][N:45]([CH3:46])[CH3:47].[OH2:42]>>[CH:1]([c:3]1[c:4]([C:24]#[N:25])[c:5]2[c:6]([n:7][c:8]([CH3:12])[cH:9][c:10]2[CH3:11])[n:13]1[CH:14]1[CH2:15][CH2:16][CH2:17][c:18]2[cH:19][cH:20][cH:21][cH:22][c:23]21)=[CH:31][C:29]([O:28][CH2:27][CH3:26])=[O:30]. Isolated yield 36.2%. RXN SMILES: [C:1]([NH:5][C:6]1[C:7](/[CH:26]=[N:27]/O)=[N:8][C:9]2[C:14]([N:15]=1)=[C:13]([C:16]1[NH:24][C:23]3[CH2:22][CH2:21][NH:20][C:19](=[O:25])[C:18]=3[CH:17]=1)[CH:12]=[CH:11][CH:10]=2)([CH3:4])([CH3:3])[CH3:2].CCCP1(OP(CCC)(=O)OP(CCC)(=O)O1)=O>CN(C=O)C.C([O-])(O)=O.[Na+]>[C:1]([NH:5][C:6]1[C:7]([C:26]#[N:27])=[N:8][C:9]2[C:14]([N:15]=1)=[C:13]([C:16]1[NH:24][C:23]3[CH2:22][CH2:21][NH:20][C:19](=[O:25])[C:18]=3[CH:17]=1)[CH:12]=[CH:11][CH:10]=2)([CH3:4])([CH3:2])[CH3:3] |f:3.4|. Procedure details: A solution of (E)-3-(tert-butylamino)-5-(4-oxo-4,5,6,7-tetrahydro-1H-pyrrolo[3,2-c]pyridin-2-yl)quinoxaline-2-carbaldehyde oxime (308) (26.3 mg, 0.069 mmol) and 1-propanephosphonic acid cyclic anhydride (Alfa Aesar, Ward Hill, Mass.; 50 wt % solution in EtOAc; 0.16 mL, 0.28 mmol) in DMF (2.0 mL) was stirred at 100° C. for 3.5 h. The reaction mixture was then cooled to RT, diluted with saturated aq. NaHCO3 (30 mL), and extracted with 5% MeOH/DCM (2×30 mL). The combined extracts were sequentially ... Solvent: CN(C)C=O (DMF), C(=O)(O)[O-].[Na+] (NaHCO3). The product is C(C)(C)(C)NC=1C(=NC2=CC=CC(=C2N1)C1=CC=2C(NCCC2N1)=O)C#N (3-(tert-butylamino)-5-(4-oxo-4,5,6,7-tetrahydro-1H-pyrrolo[3,2-c]pyridin-2-yl)quinoxaline-2-carbonitrile). Reactants: C(C)(C)(C)NC=1C(=NC2=CC=CC(=C2N1)C1=CC=2C(NCCC2N1)=O)/C=N/O ((E)-3-(tert-butylamino)-5-(4-oxo-4,5,6,7-tetrahydro-1H-pyrrolo[3,2-c]pyridin-2-yl)quinoxaline-2-carbaldehyde oxime), CCCP1(=O)OP(=O)(OP(=O)(O1)CCC)CCC (1-propanephosphonic acid cyclic anhydride). Starting materials: ClC1=CC=C(C=N1)CC=1C=C2C(N(C=NC2=C2C1C=NC=C2)[C@@H]2[C@H](CCCC2)O)=O (6-[(6-chloropyridin-3-yl)methyl]-3-[(1S,2S)-2-hydroxycyclohexyl]pyrido[3,4-h]quinazolin-4(3H)-one), CC=1C(=C2C=CN=CC2=CC1)[N+](=O)[O-] (6-methyl-5-nitroisoquinoline). Yields the product ClC1=CC=C(C=N1)CC=1C=C2C(N(C=NC2=C2C1N=CC=C2)[C@@H]2[C@H](CCCC2)O)=O (6-[(6-Chloropyridin-3-yl)methyl]-3-[(1S,2S)-2-hydroxycyclohexyl]pyrido[2,3-h]quinazolin-4(3H)-one). RXN SMILES: [Cl:1][C:2]1[N:7]=[CH:6][C:5]([CH2:8][C:9]2[CH:10]=[C:11]3[C:16](=[C:17]4[CH:22]=[CH:21]N=C[C:18]=24)[N:15]=[CH:14][N:13]([C@H:23]2[CH2:28][CH2:27][CH2:26][CH2:25][C@@H:24]2[OH:29])[C:12]3=[O:30])=[CH:4][CH:3]=1.CC1C([N+]([O-])=O)=C2C(=CC=1)C=[N:37][CH:36]=C2>>[Cl:1][C:2]1[N:7]=[CH:6][C:5]([CH2:8][C:9]2[CH:10]=[C:11]3[C:16](=[C:17]4[CH:22]=[CH:21][CH:36]=[N:37][C:18]=24)[N:15]=[CH:14][N:13]([C@H:23]2[CH2:28][CH2:27][CH2:26][CH2:25][C@@H:24]2[OH:29])[C:12]3=[O:30])=[CH:4][CH:3]=1. Procedure: 6-[(6-Chloropyridin-3-yl)methyl]-3-[(1S,2S)-2-hydroxycyclohexyl]pyrido[2,3-h]quinazolin-4(3H)-one was prepared by the procedure described for the synthesis of 6-[(6-chloropyridin-3-yl)methyl]-3-[(1S,2S)-2-hydroxycyclohexyl]pyrido[3,4-h]quinazolin-4(3H)-one in Example 1, substituting 6-methyl-5-nitroquinoline for 6-methyl-5-nitroisoquinoline. The reactants are ClCCl, CO, CC(=O)CCC(=O)c1ccccc1. Yields the product CC(O)CCC(=O)c1ccccc1. Reaction SMILES: [CH2:16]([Cl:17])[Cl:18].[CH3:14][OH:15].[c:1]1([C:7]([CH2:8][CH2:9][C:10]([CH3:11])=[O:12])=[O:13])[cH:2][cH:3][cH:4][cH:5][cH:6]1>>[c:1]1([C:7]([CH2:8][CH2:9][CH:10]([CH3:11])[OH:12])=[O:13])[cH:2][cH:3][cH:4][cH:5][cH:6]1.